Dataset: the Open Reaction Database (ORD), a public repository of structured organic reaction records. Task: describe an organic reaction: reactants, conditions, products, and yield As a reaction SMILES: [C:47](=[O:48])([O-:49])[O-:50].[CH2:53]1[O:54][CH2:55][CH2:56][CH2:57]1.[CH3:59][CH2:60][O:61][C:62](=[O:63])[CH3:64].[Cl:1][c:2]1[cH:3][c:4]([C:9]2([CH2:24][CH2:25][CH2:26][S:27]([O-:28])(=[O:29])=[O:30])[CH2:10][N:11]([C:14]([c:15]3[cH:16][c:17]([O:21][CH3:22])[cH:18][cH:19][cH:20]3)=[O:23])[CH2:12][CH2:13]2)[cH:5][cH:6][c:7]1[Cl:8].[ClH:31].[K+:51].[K+:52].[OH2:58].[c:32]1([C:38]2([C:44](=[O:45])[NH2:46])[CH2:39][CH2:40][NH:41][CH2:42][CH2:43]2)[cH:33][cH:34][cH:35][cH:36][cH:37]1>>[Cl:1][c:2]1[cH:3][c:4]([C:9]2([CH2:24][CH2:25][N:41]3[CH2:40][CH2:39][C:38]([c:32]4[cH:33][cH:34][cH:35][cH:36][cH:37]4)([C:44](=[O:45])[NH2:46])[CH2:43][CH2:42]3)[CH2:10][N:11]([C:14]([c:15]3[cH:16][c:17]([O:21][CH3:22])[cH:18][cH:19][cH:20]3)=[O:23])[CH2:12][CH2:13]2)[cH:5][cH:6][c:7]1[Cl:8]. The reactants are O=C([O-])[O-], C1CCOC1, CCOC(C)=O, COc1cccc(C(=O)N2CCC(CCCS(=O)(=O)[O-])(c3ccc(Cl)c(Cl)c3)C2)c1, Cl, [K+], [K+], O, NC(=O)C1(c2ccccc2)CCNCC1. The product is COc1cccc(C(=O)N2CCC(CCN3CCC(C(N)=O)(c4ccccc4)CC3)(c3ccc(Cl)c(Cl)c3)C2)c1. Starting materials: O=C([O-])[O-], CCOC(=O)c1cn(Cc2ccccc2)nc1O, CN(C)C=O, COc1cc(CCl)ccc1OCc1nc(-c2ccco2)oc1C, [K+], [K+], O. Yields the product CCOC(=O)c1cn(Cc2ccccc2)nc1OCc1ccc(OCc2nc(-c3ccco3)oc2C)c(OC)c1. RXN SMILES: [C:42](=[O:43])([O-:44])[O-:45].[CH2:24]([c:25]1[cH:26][cH:27][cH:28][cH:29][cH:30]1)[n:31]1[n:32][c:33]([OH:41])[c:34]([C:36](=[O:37])[O:38][CH2:39][CH3:40])[cH:35]1.[CH3:48][N:49]([CH3:50])[CH:51]=[O:52].[Cl:1][CH2:2][c:3]1[cH:4][c:5]([O:22][CH3:23])[c:6]([O:7][CH2:8][c:9]2[n:10][c:11](-[c:15]3[o:16][cH:17][cH:18][cH:19]3)[o:12][c:13]2[CH3:14])[cH:20][cH:21]1.[K+:46].[K+:47].[OH2:53]>>[CH2:2]([c:3]1[cH:4][c:5]([O:22][CH3:23])[c:6]([O:7][CH2:8][c:9]2[n:10][c:11](-[c:15]3[o:16][cH:17][cH:18][cH:19]3)[o:12][c:13]2[CH3:14])[cH:20][cH:21]1)[O:41][c:33]1[n:32][n:31]([CH2:24][c:25]2[cH:26][cH:27][cH:28][cH:29][cH:30]2)[cH:35][c:34]1[C:36](=[O:37])[O:38][CH2:39][CH3:40]. Reactants: C=CC#N, CC(=O)O, CC(C)(N)C(=O)O, [Na+], [OH-], O. Product: CC(C)(NCCC#N)C(=O)O. Reaction SMILES: [CH2:10]=[CH:11][C:12]#[N:13].[CH3:14][C:15](=[O:16])[OH:17].[CH3:1][C:2]([CH3:3])([NH2:4])[C:5]([OH:6])=[O:7].[Na+:9].[OH-:8].[OH2:18]>>[CH3:1][C:2]([CH3:3])([NH:4][CH2:10][CH2:11][C:12]#[N:13])[C:5]([OH:6])=[O:7]. Procedure details: [4-({4-(3-chloro-2,4-difluoroanilino)-7-methoxyquinazolin-6-yl}oxy)piperidin-1-yl]acetic acid dihydrochloride salt and N-methylpiperazine were converted to the title compound (126 mg, 56%) using the procedure according to Examples 6 to 10. Starting materials: Cl.Cl.ClC=1C(=C(NC2=NC=NC3=CC(=C(C=C23)OC2CCN(CC2)CC(=O)O)OC)C=CC1F)F ([4-({4-(3-chloro-2,4-difluoroanilino)-7-methoxyquinazolin-6-yl}oxy)piperidin-1-yl]acetic acid dihydrochloride salt), CN1CCNCC1 (N-methylpiperazine). The yield is 56.0%. RXN SMILES: Cl.Cl.[Cl:3][C:4]1[C:5]([F:35])=[C:6]([CH:31]=[CH:32][C:33]=1[F:34])[NH:7][C:8]1[C:17]2[C:12](=[CH:13][C:14]([O:29][CH3:30])=[C:15]([O:18][CH:19]3[CH2:24][CH2:23][N:22]([CH2:25][C:26]([OH:28])=O)[CH2:21][CH2:20]3)[CH:16]=2)[N:11]=[CH:10][N:9]=1.[CH3:36][N:37]1[CH2:42][CH2:41][NH:40][CH2:39][CH2:38]1>>[Cl:3][C:4]1[C:5]([F:35])=[C:6]([CH:31]=[CH:32][C:33]=1[F:34])[NH:7][C:8]1[C:17]2[C:12](=[CH:13][C:14]([O:29][CH3:30])=[C:15]([O:18][CH:19]3[CH2:24][CH2:23][N:22]([CH2:25][C:26]([N:40]4[CH2:41][CH2:42][N:37]([CH3:36])[CH2:38][CH2:39]4)=[O:28])[CH2:21][CH2:20]3)[CH:16]=2)[N:11]=[CH:10][N:9]=1 |f:0.1.2|. Yields the product ClC=1C(=C(NC2=NC=NC3=CC(=C(C=C23)OC2CCN(CC2)CC(=O)N2CCN(CC2)C)OC)C=CC1F)F (4-(3-chloro-2,4-difluoroanilino)-7-methoxy-6-({1-[2-(4-methylpiperazin-1-yl)-2-oxoethyl]piperidin-4-yl}oxy)quinazoline). Reactants: O=C1CN(Cc2ccccc2)CC2=C1C(c1ccc(F)c(Br)c1)C1=C(CCCS1(=O)=O)N2, C1CCOC1, C=COC(=O)Cl. Yields the product C=COC(=O)N1CC(=O)C2=C(C1)NC1=C(C2c2ccc(F)c(Br)c2)S(=O)(=O)CCC1. RXN SMILES: [CH2:1]([c:2]1[cH:3][cH:4][cH:5][cH:6][cH:7]1)[N:8]1[CH2:9][C:10](=[O:32])[C:11]2=[C:16]([NH:15][C:14]3=[C:13]([CH:12]2[c:24]2[cH:25][c:26]([Br:31])[c:27]([F:30])[cH:28][cH:29]2)[S:21](=[O:22])(=[O:23])[CH2:20][CH2:19][CH2:18]3)[CH2:17]1.[CH2:39]1[O:40][CH2:41][CH2:42][CH2:43]1.[Cl:33][C:34](=[O:35])[O:36][CH:37]=[CH2:38]>>[N:8]1([C:34](=[O:35])[O:36][CH:37]=[CH2:38])[CH2:9][C:10](=[O:32])[C:11]2=[C:16]([NH:15][C:14]3=[C:13]([CH:12]2[c:24]2[cH:25][c:26]([Br:31])[c:27]([F:30])[cH:28][cH:29]2)[S:21](=[O:22])(=[O:23])[CH2:20][CH2:19][CH2:18]3)[CH2:17]1. The reactants are C1(=CC=CC=C1)C (toluene), C1(=CC=CC=C1)C (toluene), C=1(C(=CC=CC1)C)C (xylene), C1(=CC=CC=C1)C (toluene), C1(=CC=CC=C1)C (toluene), C(C)C1=C(C=CC=C1)C (ethyltoluene). Yields the product C(C)C1=CC=C(C=C1)C (para-ethyltoluene). The yield is 90.1%. As a reaction SMILES: [C:1]1(C)C=CC=CC=1.C1(C)C(C)=CC=CC=1.[CH2:16]([C:18]1[CH:23]=[CH:22][CH:21]=[CH:20][C:19]=1C)[CH3:17]>>[CH2:16]([C:18]1[CH:19]=[CH:20][C:21]([CH3:1])=[CH:22][CH:23]=1)[CH3:17]. Procedure details: STDP and ethylation of toluene were carried out in the same manner as Examples 5 and 6. STDP gave a toluene conversion rate of 5.7% with a xylene product having 65.9% of the para isomer. Ethylation of toluene yielded 90.1% para-ethyltoluene in the ethyltoluene product at a toluene conversion of 20.0%. The reactants are CS(=O)(=O)OCCOC1=C(C=CC=C1)OCC(C)C (2-[2-(2-methylprop-1-yloxy)phenoxy]ethyl methanesulfonate), ClC=1C=C2C(=CNC2=CC1)CC(C)(C)N ([2-(5-chloro-1H-indol-3-yl)-1,1-dimethylethyl]amine), N1C=C(C2=CC=CC=C12)CC(C)(C)N ([2- (1H-indol-3-yl)-1,1-dimethylethyl]amine). Product: Cl.N1C=C(C2=CC=CC=C12)CC(C)(C)NCCOC1=C(C=CC=C1)OCC(C)C ([2-(1H-indol-3-yl)-1,1-dimethylethyl]{-[2-(2-methylprop-1-yloxy)phenoxy]ethyl}amine hydrochloride). RXN SMILES: CS(O[CH2:6][CH2:7][O:8][C:9]1[CH:14]=[CH:13][CH:12]=[CH:11][C:10]=1[O:15][CH2:16][CH:17]([CH3:19])[CH3:18])(=O)=O.[Cl:20][C:21]1[CH:22]=[C:23]2[C:27](=[CH:28][CH:29]=1)[NH:26][CH:25]=[C:24]2[CH2:30][C:31]([NH2:34])([CH3:33])[CH3:32].N1C2C(=CC=CC=2)C(CC(N)(C)C)=C1>>[ClH:20].[NH:26]1[C:27]2[C:23](=[CH:22][CH:21]=[CH:29][CH:28]=2)[C:24]([CH2:30][C:31]([NH:34][CH2:6][CH2:7][O:8][C:9]2[CH:14]=[CH:13][CH:12]=[CH:11][C:10]=2[O:15][CH2:16][CH:17]([CH3:18])[CH3:19])([CH3:32])[CH3:33])=[CH:25]1 |f:3.4|. Procedure: Proceeding as an Example 3, but replacing 2-[2-(cyclopropylmethyloxy)phenoxy]ethyl methanesulfonate with 2-[2-(2-methylprop-1-yloxy)phenoxy]ethyl methanesulfonate and [2-(5-chloro-1H-indol-3-yl)-1,1-dimethylethyl]amine with [2- (1H-indol-3-yl)-1,1-dimethylethyl]amine, gave [2-(1H-indol-3-yl)-1,1-dimethylethyl]{-[2-(2-methylprop-1-yloxy)phenoxy]ethyl}amine hydrochloride, m.p. 147°-148° C.